From a dataset of the Open Reaction Database (ORD), a public repository of structured organic reaction records. describe an organic reaction: reactants, conditions, products, and yield The reactants are CCCCC(C(=O)OC)P(=O)(OCC)OCC, CC=O, [H-], [H][H], [Na+], C1CCOC1. Yields the product CC=C(CCCC)C(=O)OC. RXN SMILES: [CH3:1][O:2][C:3]([CH:4]([CH2:5][CH2:6][CH2:7][CH3:8])[P:9]([O:10][CH2:11][CH3:12])([O:13][CH2:14][CH3:15])=[O:16])=[O:17].[CH:22]([CH3:23])=[O:24].[H-:18].[H:20][H:21].[Na+:19].[O:25]1[CH2:26][CH2:27][CH2:28][CH2:29]1>>[CH3:1][O:2][C:3]([C:4]([CH2:5][CH2:6][CH2:7][CH3:8])=[CH:22][CH3:23])=[O:17]. Reactants: O=C([O-])[O-], CN(C)C=O, Cl, O=S(=O)(OCC(F)(F)C(F)(F)C(F)(F)C(F)(F)F)C(F)(F)F, N#CC(C#N)CCC(F)(F)F, [K+], [K+]. Yields the product N#CC(C#N)(CCC(F)(F)F)CC(F)(F)C(F)(F)C(F)(F)C(F)(F)F. Reaction SMILES: [C:34](=[O:35])([O-:36])[O-:37].[CH3:41][N:42]([CH3:43])[CH:44]=[O:45].[ClH:40].[F:12][C:13]([F:14])([F:15])[S:16]([O:17][CH2:18][C:19]([C:20]([C:21]([C:22]([F:23])([F:24])[F:25])([F:26])[F:27])([F:28])[F:29])([F:30])[F:31])(=[O:32])=[O:33].[F:1][C:2]([CH2:3][CH2:4][CH:5]([C:6]#[N:7])[C:8]#[N:9])([F:10])[F:11].[K+:38].[K+:39]>>[F:1][C:2]([CH2:3][CH2:4][C:5]([C:6]#[N:7])([C:8]#[N:9])[CH2:18][C:19]([C:20]([C:21]([C:22]([F:23])([F:24])[F:25])([F:26])[F:27])([F:28])[F:29])([F:30])[F:31])([F:10])[F:11]. The reactants are CC(C)(C)OC(=O)N1CCCN(c2nc3ccccc3n2CCOCC#N)CC1, CO, CCOCC, ClCCl, I. Yields the product I, N#CCOCCn1c(N2CCCNCC2)nc2ccccc21. As a reaction SMILES: [C:1]([O:2][C:3](=[O:4])[N:8]1[CH2:9][CH2:10][N:11]([c:15]2[n:16][c:17]3[c:18]([n:19]2[CH2:20][CH2:21][O:22][CH2:23][C:24]#[N:25])[cH:26][cH:27][cH:28][cH:29]3)[CH2:12][CH2:13][CH2:14]1)([CH3:5])([CH3:6])[CH3:7].[CH3:33][OH:34].[CH3:36][CH2:37][O:38][CH2:39][CH3:40].[Cl:30][CH2:31][Cl:32].[IH:35]>>[IH:35].[NH:8]1[CH2:9][CH2:10][N:11]([c:15]2[n:16][c:17]3[c:18]([n:19]2[CH2:20][CH2:21][O:22][CH2:23][C:24]#[N:25])[cH:26][cH:27][cH:28][cH:29]3)[CH2:12][CH2:13][CH2:14]1. Reactants: C(#N)C1=CC2=C(N(C(C3=C(N=CC=C23)C)=O)C)C=C1OC[C@H](CC(C)C)NC(OC(C)(C)C)=O ((S)-tert-Butyl (1-((9-cyano-4,6-dimethyl-5-oxo-5,6-dihydrobenzo[c][2,7]naphthyridin-8-yl)oxy)-4-methylpentan-2-yl)carbamate), [H-].[Na+] (NaH), CI (MeI). Solvent: CN(C)C=O (DMF). Reaction conditions: temperature 0 celsius, time 10 minute. Product: C(#N)C1=CC2=C(N(C(C3=C(N=CC=C23)C)=O)C)C=C1OC[C@H](CC(C)C)N(C(OC(C)(C)C)=O)C ((S)-tert-butyl (1-((9-cyano-4,6-dimethyl-5-oxo-5,6-dihydrobenzo[c][2,7]naphthyridin-8-yl)oxy)-4-methylpentan-2-yl)(methyl)carbamate). Isolated yield 98.4%. As a reaction SMILES: [C:1]([C:3]1[C:19]([O:20][CH2:21][C@@H:22]([NH:27][C:28](=[O:34])[O:29][C:30]([CH3:33])([CH3:32])[CH3:31])[CH2:23][CH:24]([CH3:26])[CH3:25])=[CH:18][C:6]2[N:7]([CH3:17])[C:8](=[O:16])[C:9]3[C:14]([C:5]=2[CH:4]=1)=[CH:13][CH:12]=[N:11][C:10]=3[CH3:15])#[N:2].[H-].[Na+].[CH3:37]I>CN(C=O)C>[C:1]([C:3]1[C:19]([O:20][CH2:21][C@@H:22]([N:27]([CH3:37])[C:28](=[O:34])[O:29][C:30]([CH3:32])([CH3:31])[CH3:33])[CH2:23][CH:24]([CH3:26])[CH3:25])=[CH:18][C:6]2[N:7]([CH3:17])[C:8](=[O:16])[C:9]3[C:14]([C:5]=2[CH:4]=1)=[CH:13][CH:12]=[N:11][C:10]=3[CH3:15])#[N:2] |f:1.2|. Procedure: (S)-tert-Butyl (1-((9-cyano-4,6-dimethyl-5-oxo-5,6-dihydrobenzo[c][2,7]naphthyridin-8-yl)oxy)-4-methylpentan-2-yl)carbamate (60 mg, 0.129 mmol), prepared as described in Example 64, Part B, was taken in DMF (3 mL) and cooled to 0° C. The reaction mixture was treated with NaH (10.33 mg, 0.258 mmol) followed by MeI (0.016 mL, 0.258 mmol). After stirring at 0° C. for 10 min, the reaction mixture was warmed to room temperature and stirred overnight. The mixture was then quenched with ice-cold water ... The reactants are CS(C)=O, Cc1cc(C)c(-n2c(C)c(C)c3c(Cl)nc(C)nc32)c(C)c1, N#C[K], O. Yields the product Cc1cc(C)c(-n2c(C)c(C)c3c(C#N)nc(C)nc32)c(C)c1. Reaction SMILES: [CH3:26][S:27]([CH3:28])=[O:29].[Cl:1][c:2]1[c:3]2[c:4]([n:5][c:6]([CH3:8])[n:7]1)[n:9](-[c:14]1[c:15]([CH3:22])[cH:16][c:17]([CH3:21])[cH:18][c:19]1[CH3:20])[c:10]([CH3:13])[c:11]2[CH3:12].[K:23][C:24]#[N:25].[OH2:30]>>[c:2]1([C:24]#[N:25])[c:3]2[c:4]([n:5][c:6]([CH3:8])[n:7]1)[n:9](-[c:14]1[c:15]([CH3:22])[cH:16][c:17]([CH3:21])[cH:18][c:19]1[CH3:20])[c:10]([CH3:13])[c:11]2[CH3:12]. The reactants are NC1=CC(=C(C=C1)C1=CC(=CC=C1)OC)C (4-amino-1-(3-methoxyphenyl)-2-methylbenzene), II (iodine), N(=O)OCCC(C)C (iso-amyl nitrite). Run in C1(=CC=CC=C1)C (toluene), C1(=CC=CC=C1)C (toluene). Conditions: temperature 90 celsius. The product is IC1=CC(=C(C=C1)C1=CC(=CC=C1)OC)C (4-iodo-1-(3-methoxyphenyl)-2-methylbenzene). The yield is 74.2%. Reaction SMILES: N[C:2]1[CH:7]=[CH:6][C:5]([C:8]2[CH:13]=[CH:12][CH:11]=[C:10]([O:14][CH3:15])[CH:9]=2)=[C:4]([CH3:16])[CH:3]=1.[I:17]I.N(OCCC(C)C)=O>C1(C)C=CC=CC=1>[I:17][C:2]1[CH:7]=[CH:6][C:5]([C:8]2[CH:13]=[CH:12][CH:11]=[C:10]([O:14][CH3:15])[CH:9]=2)=[C:4]([CH3:16])[CH:3]=1. Reported procedure: A stirred solution of 4-amino-1-(3-methoxyphenyl)-2-methylbenzene (5.0 gm 23.4 mmol) and iodine (2.97 gm, 25.8 mmol) in toluene (120 mL) was heated to 50° C. and a solution of iso-amyl nitrite (3.46 mL, 25.8 mmol) in toluene (50 mL) was added. The mixture was heated at 90° C. for 2 h and cooled. The toluene was removed under reduced pressure and the residue was dissolved in dichloromethane and washed with excess 5% aqueous sodium metabisulphite to remove iodine. The organic solution was dried (N...